From a dataset of the Open Reaction Database (ORD), a public repository of structured organic reaction records. describe an organic reaction: reactants, conditions, products, and yield Reactants: Cc1c(Cc2ccc(OC(C)C)c(C#N)c2)n[nH]c(=O)c1C, Cl, [Na+], [OH-], O. Yields the product Cc1c(Cc2ccc(OC(C)C)c(C(=O)O)c2)n[nH]c(=O)c1C. Reaction SMILES: [CH3:1][c:2]1[c:3]([CH2:10][c:11]2[cH:12][cH:13][c:14]([O:19][CH:20]([CH3:21])[CH3:22])[c:15]([C:16]#[N:17])[cH:18]2)[n:4][nH:5][c:6](=[O:9])[c:7]1[CH3:8].[ClH:25].[Na+:24].[OH-:23].[OH2:26]>>[CH3:1][c:2]1[c:3]([CH2:10][c:11]2[cH:12][cH:13][c:14]([O:19][CH:20]([CH3:21])[CH3:22])[c:15]([C:16](=[O:23])[OH:26])[cH:18]2)[n:4][nH:5][c:6](=[O:9])[c:7]1[CH3:8]. The reactants are ClC=1C=CC(=C(C(=O)NCC2=NC=CN=C2)C1)O (5-chloro-2-hydroxy-N-(pyrazin-2-ylmethyl)benzamide). Run in ClCCCl (1,2-dichloroethane), P(=O)(Cl)(Cl)Cl (phosphoryl chloride). The product is ClC1=CC(=C(C=C1)O)C1=NC=C2N1C=CN=C2 (4-chloro-2-(imidazo[1,5-a]pyrazin-3-yl)phenol). Yield: 18.0%. Reaction SMILES: [Cl:1][C:2]1[CH:3]=[CH:4][C:5]([OH:18])=[C:6]([CH:17]=1)[C:7]([NH:9][CH2:10][C:11]1[CH:16]=[N:15][CH:14]=[CH:13][N:12]=1)=O>ClCCCl.P(Cl)(Cl)(Cl)=O>[Cl:1][C:2]1[CH:3]=[CH:4][C:5]([OH:18])=[C:6]([C:7]2[N:12]3[CH:13]=[CH:14][N:15]=[CH:16][C:11]3=[CH:10][N:9]=2)[CH:17]=1. Reported procedure: A suspension of 5-chloro-2-hydroxy-N-(pyrazin-2-ylmethyl)benzamide (0.38 g, 1.4 mmol) in a mixture of 1,2-dichloroethane (6 mL) and phosphoryl chloride (6 mL) was heated at reflux for 2 h, allowed to cool to ambient temperature and concentrated in vacuo. The residue was suspended in water (10 mL), and the pH was adjusted to 6-7 with 1 N aqueous sodium hydroxide. The aqueous phase was extracted with ethyl acetate (3×30 mL) followed by dichloromethane (3×40 mL). The combined organic extracts were ... Starting materials: formula II, C1(=CC=CC=C1)C=1SC=C(N1)CCO (2-phenyl-4-(β-hydroxyethyl)thiazole), C(CC)(=O)CC(=O)OCC (ethyl propionylacetate), O.C1(=CC=C(C=C1)S(=O)(=O)O)C (p-toluene-sulfonic acid hydrate). Run in C1(=CC=CC=C1)C (toluene). Reaction conditions: time 17 hour. Yields the product C(C)C1(OCCC=2N=C(SC21)C2=CC=CC=C2)CC(=O)OCC (ethyl 6,7-dihydro-4-ethyl-2-phenyl-4H-pyrano[4,3-d]thiazole-4- acetate), IV. Reaction SMILES: [C:1]1([C:7]2[S:8][CH:9]=[C:10]([CH2:12][CH2:13][OH:14])[N:11]=2)[CH:6]=[CH:5][CH:4]=[CH:3][CH:2]=1.[C:15]([CH2:19][C:20]([O:22][CH2:23][CH3:24])=[O:21])(=O)[CH2:16][CH3:17].O.C1(C)C=CC(S(O)(=O)=O)=CC=1>C1(C)C=CC=CC=1>[CH2:16]([C:15]1([CH2:19][C:20]([O:22][CH2:23][CH3:24])=[O:21])[C:9]2[S:8][C:7]([C:1]3[CH:2]=[CH:3][CH:4]=[CH:5][CH:6]=3)=[N:11][C:10]=2[CH2:12][CH2:13][O:14]1)[CH3:17] |f:2.3|. Procedure details: A mixture of the starting material of formula II, 2-phenyl-4-(β-hydroxyethyl)thiazole (30.8 g, 0.15 mole, described in Example 1), ethyl propionylacetate (28.8 g, 0.2 mole) and p-toluene-sulfonic acid hydrate (0.25 mole) in toluene (1200 ml) is heated at reflux temperature, with water separation, for 17 hr. Additional ethyl propionylacetate (6 g) and p-toluenesulfonic acid hydrate is added and refluxing is continued for 24 hr. The mixture is evaporated under reduced pressure and the residue is t... Starting materials: BrC1=C2C=C(NC2=CC=C1)C(=O)OC (methyl 4-bromo-1H-indole-2-carboxylate), [H-].[Na+] (sodium hydride), IC (iodomethane). Product: BrC1=C2C=C(N(C2=CC=C1)C)C(=O)OC (Methyl 4-bromo-1-methyl-1H-indole-2-carboxylate). Reaction SMILES: [Br:1][C:2]1[CH:10]=[CH:9][CH:8]=[C:7]2[C:3]=1[CH:4]=[C:5]([C:11]([O:13][CH3:14])=[O:12])[NH:6]2.[H-].[Na+].I[CH3:18]>>[Br:1][C:2]1[CH:10]=[CH:9][CH:8]=[C:7]2[C:3]=1[CH:4]=[C:5]([C:11]([O:13][CH3:14])=[O:12])[N:6]2[CH3:18] |f:1.2|. Procedure details: The preparation is carried out as in Example 1.1, from 20 g (79 mmol) of methyl 4-bromo-1H-indole-2-carboxylate, from 3.8 g of 60% sodium hydride and from 6 ml of iodomethane. After reaction, the solvent is evaporated under reduced pressure and the residue is taken up in water. The mixture is extracted with ethyl acetate. The organic phase is dried and the solvent is evaporated under reduced pressure. The product is dried under reduced pressure. 20.6 g (77 mmol) of solid are obtained. Starting materials: CC(=O)C (acetone), ClC1=NC(=NC(=N1)Cl)Cl (2,4,6-trichloro-1,3,5-triazine), C(C)(C)(C)N (tert-butylamine), [OH-].[Na+] (NaOH). Run in O (water). Conditions: temperature 0 celsius, time 1 hour. The product is C(C)(C)(C)NC1=NC(=NC(=N1)Cl)Cl (2-tert-butylamino-4,6-dichloro-1,3,5-triazine). Isolated yield 97.6%. Reaction SMILES: CC(C)=O.Cl[C:6]1[N:11]=[C:10]([Cl:12])[N:9]=[C:8]([Cl:13])[N:7]=1.[C:14]([NH2:18])([CH3:17])([CH3:16])[CH3:15].[OH-].[Na+]>O>[C:14]([NH:18][C:6]1[N:11]=[C:10]([Cl:12])[N:9]=[C:8]([Cl:13])[N:7]=1)([CH3:17])([CH3:16])[CH3:15] |f:3.4|. Procedure details: —400 ml of acetone cooled to 0° C. are added, under nitrogen stream, with 92.3 g of 2,4,6-trichloro-1,3,5-triazine, then with 38 g of tert-butylamine, always keeping the temperature at about 0° C. After keeping the resulting mixture at this temperature for 30 minutes, 66.7 g of a 30% NaOH aqueous solution, then 400 ml of water are dropped therein, and the resulting mixture is stirred for 1 hour at 0° C. After filtration and washing with water to neutral pH, the resulting precipitate is dried to ... Product: CCCN1CCN(c2cccc3ccc(NC(=O)c4ccc(Cl)cc4)cc23)CC1. RXN SMILES: [C:31]([BH3-:32])#[N:33].[CH3:35][OH:36].[CH3:37][C:38](=[O:39])[OH:40].[CH:27]([CH2:28][CH3:29])=[O:30].[Cl:1][c:2]1[cH:3][cH:4][c:5]([C:6](=[O:7])[NH:8][c:9]2[cH:10][cH:11][c:12]3[cH:13][cH:14][cH:15][c:16]([N:19]4[CH2:20][CH2:21][NH:22][CH2:23][CH2:24]4)[c:17]3[cH:18]2)[cH:25][cH:26]1.[Na+:34]>>[Cl:1][c:2]1[cH:3][cH:4][c:5]([C:6](=[O:7])[NH:8][c:9]2[cH:10][cH:11][c:12]3[cH:13][cH:14][cH:15][c:16]([N:19]4[CH2:20][CH2:21][N:22]([CH2:27][CH2:28][CH3:29])[CH2:23][CH2:24]4)[c:17]3[cH:18]2)[cH:25][cH:26]1. The reactants are [BH3-]C#N, CO, CC(=O)O, CCC=O, O=C(Nc1ccc2cccc(N3CCNCC3)c2c1)c1ccc(Cl)cc1, [Na+].